From a dataset of the Open Reaction Database (ORD), a public repository of structured organic reaction records. describe an organic reaction: reactants, conditions, products, and yield Reactants: C[SiH](C)OC(c1ccc(C(O)c2cccnc2)cc1)C(C)(C)C, C1COCCO1. Reaction SMILES: [C:1]([CH3:2])([CH3:3])([CH3:4])[CH:5]([c:6]1[cH:7][cH:8][c:9]([CH:12]([OH:13])[c:14]2[cH:15][n:16][cH:17][cH:18][cH:19]2)[cH:10][cH:11]1)[O:20][SiH:21]([CH3:22])[CH3:23].[CH2:24]1[O:25][CH2:26][CH2:27][O:28][CH2:29]1>>[C:1]([CH3:2])([CH3:3])([CH3:4])[CH:5]([c:6]1[cH:7][cH:8][c:9]([C:12](=[O:13])[c:14]2[cH:15][n:16][cH:17][cH:18][cH:19]2)[cH:10][cH:11]1)[O:20][SiH:21]([CH3:22])[CH3:23]. Product: C[SiH](C)OC(c1ccc(C(=O)c2cccnc2)cc1)C(C)(C)C. Starting materials: FC1=C(OC=2C=C(C=C(C2)OS(=O)(=O)C(F)(F)F)CC(=O)O)C=CC(=C1)S(=O)(=O)C1=CC=CC=C1 ((3-[2-fluoro-4-(phenylsulfonyl)phenoxy]-5-{[(trifluoromethyl)sulfonyl]oxy}phenyl)acetic acid), C[Zn]C (dimethylzinc). The reagents and catalysts are [Pd].C1(=CC=CC=C1)P(C1=CC=CC=C1)[C-]1C=CC=C1.[C-]1(C=CC=C1)P(C1=CC=CC=C1)C1=CC=CC=C1.[Fe+2] (bisdiphenylphosphinoferrocene palladium). Run in O1CCOCC1 (dioxane), C1(=CC=CC=C1)C (toluene). Reaction conditions: time 8 hour. Product: FC1=C(OC=2C=C(C=C(C2)C)CC(=O)O)C=CC(=C1)S(=O)(=O)C1=CC=CC=C1 ({3-[2-fluoro-4-(phenylsulfonyl)phenoxy]-5-methylphenyl}acetic acid), solid. As a reaction SMILES: [F:1][C:2]1[CH:26]=[C:25]([S:27]([C:30]2[CH:35]=[CH:34][CH:33]=[CH:32][CH:31]=2)(=[O:29])=[O:28])[CH:24]=[CH:23][C:3]=1[O:4][C:5]1[CH:6]=[C:7]([CH2:19][C:20]([OH:22])=[O:21])[CH:8]=[C:9](OS(C(F)(F)F)(=O)=O)[CH:10]=1.[CH3:36][Zn]C>O1CCOCC1.C1(C)C=CC=CC=1.[Pd].C1(P([C-]2C=CC=C2)C2C=CC=CC=2)C=CC=CC=1.[C-]1(P(C2C=CC=CC=2)C2C=CC=CC=2)C=CC=C1.[Fe+2]>[F:1][C:2]1[CH:26]=[C:25]([S:27]([C:30]2[CH:31]=[CH:32][CH:33]=[CH:34][CH:35]=2)(=[O:29])=[O:28])[CH:24]=[CH:23][C:3]=1[O:4][C:5]1[CH:6]=[C:7]([CH2:19][C:20]([OH:22])=[O:21])[CH:8]=[C:9]([CH3:36])[CH:10]=1 |f:4.5.6.7|. Reported procedure: The title compound was prepared by treating the product from step (ii) (0.25 g) in dry dioxane (10 ml) with bisdiphenylphosphinoferrocene palladium (0.02 g) and 2.0M dimethylzinc in toluene (0.40 ml). The mixture was heated to reflux for 3 h, partitioned between water and ethyl acetate, the organics separated, dried (MgSO4) and evaporated under reduced pressure to an oil. The oil was dissolved in methanol (10 ml), 2M NaOH (10 ml) added and stirred at RT overnight. The mixture was diluted with wa... The reactants are CS(=O)(=O)C=1C=CC(=C(C(=O)O)C1)N1CCCC1 (5-Methanesulfonyl-2-pyrrolidin-1-yl-benzoic acid), ClC1=C(C(=O)O)C=C(C=C1)S(=O)(=O)C(C)C (2-Chloro-5-(propane-2-sulfonyl)-benzoic acid), N1CCCC1 (pyrrolidine). Product: CC(C)S(=O)(=O)C=1C=CC(=C(C(=O)O)C1)N1CCCC1 (5-(Propane-2-sulfonyl)-2-pyrrolidin-1-yl-benzoic acid). Yield: 72.0%. RXN SMILES: CS(C1C=CC([N:14]2[CH2:18][CH2:17][CH2:16][CH2:15]2)=C(C=1)C(O)=O)(=O)=O.Cl[C:20]1[CH:28]=[CH:27][C:26]([S:29]([CH:32]([CH3:34])[CH3:33])(=[O:31])=[O:30])=[CH:25][C:21]=1[C:22]([OH:24])=[O:23].N1CCCC1>>[CH3:33][CH:32]([S:29]([C:26]1[CH:27]=[CH:28][C:20]([N:14]2[CH2:18][CH2:17][CH2:16][CH2:15]2)=[C:21]([CH:25]=1)[C:22]([OH:24])=[O:23])(=[O:31])=[O:30])[CH3:34]. Procedure details: The title compound was synthesised according to the procedure described for the synthesis of 5-Methanesulfonyl-2-pyrrolidin-1-yl-benzoic acid from 2-Chloro-5-(propane-2-sulfonyl)-benzoic acid and pyrrolidine and obtained in 72% yield. MS (m/e): 296.2 (MH−, 100%). Starting materials: NC=1C=CC(=NC1)C(=N)N (5-Aminopyridine-2-carboxamidine), CC(C(=O)OCC)C(C)=O (ethyl 2-methyl-3-oxobutanoate), C([O-])([O-])=O.[Na+].[Na+] (sodium carbonate). The solvent is O (water), C(C)O (ethanol). Run at time 24 hour. Yields the product NC=1C=CC(=NC1)C1=NC(=C(C(=N1)O)C)C (2-(5-aminopyridin-2-yl)-5,6-dimethylpyrimidin-4-ol). RXN SMILES: [NH2:1][C:2]1[CH:3]=[CH:4][C:5]([C:8]([NH2:10])=[NH:9])=[N:6][CH:7]=1.[CH3:11][CH:12]([C:18](=O)[CH3:19])[C:13](OCC)=[O:14].C(=O)([O-])[O-].[Na+].[Na+]>O.C(O)C>[NH2:1][C:2]1[CH:3]=[CH:4][C:5]([C:8]2[N:10]=[C:13]([OH:14])[C:12]([CH3:11])=[C:18]([CH3:19])[N:9]=2)=[N:6][CH:7]=1 |f:2.3.4|. Reported procedure: To a solution of compound of example 12 (0.2 g, 1.47 mmol) in water (5 mL) and ethanol (2.5 mL) was added ethyl 2-methyl-3-oxobutanoate (0.339 g, 2.35 mmol) and sodium carbonate (0.280 g, 2.64 mmol) at room temperature and the reaction mixture was stirred for 24 hours. Ethanol was removed under reduced pressure, and the reaction mixture was diluted with water and extracted with ethyl acetate (3×20 mL). The organic layer was dried over anhydrous sodium sulfate and concentrated to obtain the crude... Reactants: C(#N)C=1C=CC(=C(C1)S(=O)(=O)Cl)OC1=C(C=CC(=C1)C)C (5-Cyano-2-(2,5-dimethylphenoxy)benzene-1-sulfonyl chloride), O (Water), N1CCNCC1 (piperazine), CCOC(=O)C (EtOAc). Run in ClCCl (dichloromethane), hexanes, ClCCl (dichloromethane). Reaction conditions: time 16 hour. Yields the product CC1=C(OC2=C(C=C(C#N)C=C2)S(=O)(=O)N2CCNCC2)C=C(C=C1)C (4-(2,5-Dimethylphenoxy)-3-(piperazin-1-ylsulfonyl)benzonitrile). Isolated yield 41.9%. RXN SMILES: [C:1]([C:3]1[CH:4]=[CH:5][C:6]([O:13][C:14]2[CH:19]=[C:18]([CH3:20])[CH:17]=[CH:16][C:15]=2[CH3:21])=[C:7]([S:9](Cl)(=[O:11])=[O:10])[CH:8]=1)#[N:2].[NH:22]1[CH2:27][CH2:26][NH:25][CH2:24][CH2:23]1.CCOC(C)=O.O>ClCCl>[CH3:21][C:15]1[CH:16]=[CH:17][C:18]([CH3:20])=[CH:19][C:14]=1[O:13][C:6]1[CH:5]=[CH:4][C:3]([C:1]#[N:2])=[CH:8][C:7]=1[S:9]([N:22]1[CH2:27][CH2:26][NH:25][CH2:24][CH2:23]1)(=[O:11])=[O:10]. Procedure details: A solution of sulfonyl chloride 32 (1.0 g, 3.1 mmol) in 20 mL dichloromethane was infused into a stirring solution of piperazine (5.9 g, 62.2 mmol) in 20 mL of dichloromethane at a rate of 0.2 mL/min. The reaction mixture was stirred for 16 hrs. The completion of the reaction was confirmed by TLC (25% EtOAc in hexanes). Water was then added and the aqueous layer was extracted twice with dichloromethane. The combined organic layers were washed sequentially with water and brine, dried over anhydro... The reactants are [H-].[Na+] (sodium hydride), CC=1N=CNC1 (4-methyl-1H-imidazole), ClC1=CC=2N(C(=N1)C=1C=NN(C1)COCC[Si](C)(C)C)C=CN2 (7-chloro-5-(1-((2-(trimethylsilyl)ethoxy)methyl)-1H-pyrazol-4-yl)imidazo[1,2-c]pyrimidine). Run in CN(C=O)C (N,N-dimethylformamide). Product: CC=1N=CN(C1)C1=CC=2N(C(=N1)C=1C=NN(C1)COCC[Si](C)(C)C)C=CN2 (7-(4-methyl-1H-imidazol-1-yl)-5-(1-((2-(trimethylsilyl)ethoxy)methyl)-1H-pyrazol-4-yl)imidazo[1,2-c]pyrimidine). Isolated yield 26.9%. As a reaction SMILES: [CH3:1][C:2]1[N:3]=[CH:4][NH:5][CH:6]=1.[H-].[Na+].Cl[C:10]1[N:15]=[C:14]([C:16]2[CH:17]=[N:18][N:19]([CH2:21][O:22][CH2:23][CH2:24][Si:25]([CH3:28])([CH3:27])[CH3:26])[CH:20]=2)[N:13]2[CH:29]=[CH:30][N:31]=[C:12]2[CH:11]=1>CN(C)C=O>[CH3:1][C:2]1[N:3]=[CH:4][N:5]([C:10]2[N:15]=[C:14]([C:16]3[CH:17]=[N:18][N:19]([CH2:21][O:22][CH2:23][CH2:24][Si:25]([CH3:26])([CH3:27])[CH3:28])[CH:20]=3)[N:13]3[CH:29]=[CH:30][N:31]=[C:12]3[CH:11]=2)[CH:6]=1 |f:1.2|. Procedure: To a flask charged with 4-methyl-1H-imidazole (0.117 g, 1.43 mmol) and 1 mL of N,N-dimethylformamide was added sodium hydride (60% in oil dispersion) (0.0514 g, 1.29 mmol) at 0° C. with stirring. The reaction mixture was then placed under nitrogen and allowed to warm to ambient temperature and stirred for 30 minutes. To the reaction was added 7-chloro-5-(1-((2-(trimethylsilyl)ethoxy)methyl)-1H-pyrazol-4-yl)imidazo[1,2-c]pyrimidine (Preparation G; 0.100 g, 0.286 mmol) and argon was bubbled throug... Reactants: CCOC(=O)C.CCCCCC (EtOAc hexane), Cl (HCl), COC1=C(C(=CC=C1)C(=O)O)C1=CC(=CC=C1)C(=O)OCC (2-methoxy-3'-carboethoxy-[1,1'-biphenyl]-6-carboxylic acid). Solvent: CCO (EtOH). Product: COC1=C(C(=CC=C1)C(=O)OCC)C1=CC(=CC=C1)C(=O)OCC (2-methoxy-3'-carboethoxy-[1,1'-biphenyl]-6-carboxylic acid, ethyl ester). The yield is 73.0%. RXN SMILES: [CH3:1][O:2][C:3]1[CH:8]=[CH:7][CH:6]=[C:5]([C:9]([OH:11])=[O:10])[C:4]=1[C:12]1[CH:17]=[CH:16][CH:15]=[C:14]([C:18]([O:20][CH2:21][CH3:22])=[O:19])[CH:13]=1.Cl.[CH3:24][CH2:25]OC(C)=O.CCCCCC>CCO>[CH3:1][O:2][C:3]1[CH:8]=[CH:7][CH:6]=[C:5]([C:9]([O:11][CH2:24][CH3:25])=[O:10])[C:4]=1[C:12]1[CH:17]=[CH:16][CH:15]=[C:14]([C:18]([O:20][CH2:21][CH3:22])=[O:19])[CH:13]=1 |f:2.3|. Reported procedure: Acid 5a (0.583 g., 1.90 mmol, 1 equiv.) is dissolved in 12 mL of absolute EtOH. Concentrated HCl (0.6 mL) is added, and the mixture heated to reflux for 24 hours. The mixture is then partitioned between EtOAc and water. The organic phase is washed with brine, dried (MgSO4), and concentrated in vacuo. Chromatography on silica gel using 5%, then 10% EtOAc/hexane yields 2-methoxy-3'-carboethoxy-[1,1'-biphenyl]-6-carboxylic acid, ethyl ester (6a) (0.432 g., 1.32 mmol, 73%) as a clear oil: UVmax (CHC...